Task: describe an organic reaction: reactants, conditions, products, and yield. Dataset: the Open Reaction Database (ORD), a public repository of structured organic reaction records Starting materials: C(C=CC1=CC=CC=C1)(=O)O.[N+](=O)([O-])C=1C=C(C=C(C1)[N+](=O)[O-])C(=O)C(=O)C1=CC=CC=C1 (3,5-dinitrobenzil cinnamate), C (carbon black), Pt. The solvent is O1CCOCC1 (1,4-dioxane). Conditions: temperature 60 celsius, time 2 hour. The product is C(C=CC1=CC=CC=C1)(=O)O.NC=1C=C(C=C(C1)N)C(=O)C(=O)C1=CC=CC=C1 (3,5-diaminobenzil cinnamate). Isolated yield 94.3%. RXN SMILES: [C:1]([OH:11])(=[O:10])[CH:2]=[CH:3][C:4]1[CH:9]=[CH:8][CH:7]=[CH:6][CH:5]=1.[N+:12]([C:15]1[CH:16]=[C:17]([C:24]([C:26]([C:28]2[CH:33]=[CH:32][CH:31]=[CH:30][CH:29]=2)=[O:27])=[O:25])[CH:18]=[C:19]([N+:21]([O-])=O)[CH:20]=1)([O-])=O.C>O1CCOCC1>[C:1]([OH:11])(=[O:10])[CH:2]=[CH:3][C:4]1[CH:5]=[CH:6][CH:7]=[CH:8][CH:9]=1.[NH2:12][C:15]1[CH:16]=[C:17]([C:24]([C:26]([C:28]2[CH:33]=[CH:32][CH:31]=[CH:30][CH:29]=2)=[O:27])=[O:25])[CH:18]=[C:19]([NH2:21])[CH:20]=1 |f:0.1,4.5|. Procedure details: 65.6 g (200 milimole) of 3,5-dinitrobenzil cinnamate, 10 g carbon black contained 5% Pt (product with water content of about 50%), and 500 ml of 1,4-dioxane were placed in a reaction vessel (hydrogenating apparatus). Then the reaction mixture were heated at 60° C. with stirring under a hydrogen atmosphere. In approximately two hours, 29 L of hydrogen was absorbed and the reaction was completed when the absorption of hydrogen stopped, and the filtrate was concentrated. The carbon black contained ...